From a dataset of the Open Reaction Database (ORD), a public repository of structured organic reaction records. describe an organic reaction: reactants, conditions, products, and yield Reactants: CN(C)C=O (DMF), [NH4+].[Cl-] (NH4Cl), FC1=CC2=C(SC=C2C)C=C1 (5-fluoro-3-methyl-benzo[b]thiophene), C(CCC)[Li] (n-butyllithium), solution. Solvent: C1CCOC1 (THF), hexanes. Conditions: time 1 hour. The product is FC1=CC2=C(SC(=C2C)CNC)C=C1 ((5-Fluoro-3-methyl-benzo[b]thiophen-2-ylmethyl)methylamine). The yield is 91.1%. RXN SMILES: [F:1][C:2]1[CH:11]=[CH:10][C:5]2[S:6][CH:7]=[C:8]([CH3:9])[C:4]=2[CH:3]=1.C([Li])CCC.[CH3:17][N:18](C=O)[CH3:19].[NH4+].[Cl-]>C1COCC1>[F:1][C:2]1[CH:11]=[CH:10][C:5]2[S:6][C:7]([CH2:17][NH:18][CH3:19])=[C:8]([CH3:9])[C:4]=2[CH:3]=1 |f:3.4|. Procedure: To a solution of 5-fluoro-3-methyl-benzo[b]thiophene (4.83 g, 29.1 mmol) in THF (50 mL) at −30° C. under N2 was added n-butyllithium (20.0 mL of a 1.6 M solution in hexanes, 32.0 mmol) dropwise. The resulting orange solution was stirred for 1 h and then DMF (3.4 mL, 43.7 mmol) was added in one portion. The solution was warmed slowly to room temperature and stirred overnight. Saturated aqueous NH4Cl was added and the mixture was extracted with ethyl acetate (3×200 mL). The combined organics were ... Reactants: C(#N)[BH3-].[Na+] (sodium cyanoborohydride), C(C)(C)(C)C=1C=C(C=O)C=C(C1O)C(C)(C)C (3,5-di-tert-butyl-4-hydroxybenzaldehyde), [Cl-].[NH4+] (ammonium chloride), [OH-].[NH4+] (ammonium hydroxide), Cl (hydrochloric acid), [OH-].[Na+] (sodium hydroxide). The solvent is CO (methanol), O1CCCC1 (tetrahydrofuran). Run at time 4 hour. Product: C(C)(C)(C)C=1C=C(CN)C=C(C1O)C(C)(C)C (3,5-di-tert-butyl-4-hydroxybenzylamine). Reaction SMILES: [C:1]([BH3-])#[N:2].[Na+].[Cl-].[NH4+].[OH-].[NH4+].Cl.[C:10]([C:14]1[CH:15]=[C:16]([CH:19]=[C:20]([C:23]([CH3:26])([CH3:25])[CH3:24])[C:21]=1[OH:22])C=O)([CH3:13])([CH3:12])[CH3:11].[OH-].[Na+]>CO.O1CCCC1>[C:23]([C:20]1[CH:19]=[C:16]([CH:15]=[C:14]([C:10]([CH3:13])([CH3:12])[CH3:11])[C:21]=1[OH:22])[CH2:1][NH2:2])([CH3:26])([CH3:25])[CH3:24] |f:0.1,2.3,4.5,8.9|. Reported procedure: The covalent bonding of an antioxidant to a polymer to yield (An)n ~R can also be carried out as follows: first, to 0.1 mole of sodium cyanoborohydride (II), J. Am. Chem. Soc. Vol. 93, pages 2897 to 2904, 1971 and 0.2 mole of ammonium chloride in 50 ml of methanol:50 ml tetrahydrofuran is added sufficient concentrated ammonium hydroxide and concentrated hydrochloric acid alternatively, to give a pH between 5 and 7 as ascertained by touching a drop of the solution to wet universal indicator paper... The product is C=CC1CC1(N)C(=O)OCC. Starting materials: C=CC1CC1(NC(=O)OC(C)(C)C)C(=O)OCC, CCOC(C)=O, O=S(=O)(O)O. Reaction SMILES: [CH2:1]([CH3:2])[O:3][C:4](=[O:5])[C:6]1([NH:11][C:12]([O:13][C:14]([CH3:15])([CH3:16])[CH3:17])=[O:18])[CH:7]([CH:9]=[CH2:10])[CH2:8]1.[CH3:24][CH2:25][O:26][C:27](=[O:28])[CH3:29].[S:19](=[O:20])(=[O:21])([OH:22])[OH:23]>>[CH2:1]([CH3:2])[O:3][C:4](=[O:5])[C:6]1([NH2:11])[CH:7]([CH:9]=[CH2:10])[CH2:8]1.